From a dataset of the Open Reaction Database (ORD), a public repository of structured organic reaction records. describe an organic reaction: reactants, conditions, products, and yield Starting materials: COCC1=C(C=CC(=C1)C(=O)O)C1=C(C=CC=C1)C (2-(methoxymethyl)-2′-methyl biphenyl-4-carboxylic acid), ON=C(N)C1=CC=C(C=C1)CO (N′-hydroxy-4-(hydroxymethyl)benzenecarboximidamide). The product is COCC1=C(C=CC(=C1)C1=NC(=NO1)C1=CC=C(C=C1)CO)C1=C(C=CC=C1)C ((4-{5-[2-(methoxymethyl)-2′-methylbiphenyl-4-yl]-1,2,4-oxadiazol-3-yl}phenyl)methanol). RXN SMILES: [CH3:1][O:2][CH2:3][C:4]1[CH:9]=[C:8]([C:10]([OH:12])=O)[CH:7]=[CH:6][C:5]=1[C:13]1[CH:18]=[CH:17][CH:16]=[CH:15][C:14]=1[CH3:19].O[N:21]=[C:22]([C:24]1[CH:29]=[CH:28][C:27]([CH2:30][OH:31])=[CH:26][CH:25]=1)[NH2:23]>>[CH3:1][O:2][CH2:3][C:4]1[CH:9]=[C:8]([C:10]2[O:12][N:23]=[C:22]([C:24]3[CH:29]=[CH:28][C:27]([CH2:30][OH:31])=[CH:26][CH:25]=3)[N:21]=2)[CH:7]=[CH:6][C:5]=1[C:13]1[CH:18]=[CH:17][CH:16]=[CH:15][C:14]=1[CH3:19]. Reported procedure: The title compound was obtained following procedure described for example 54 step 1 but starting from Intermediate 28 (248.00 mg; 0.90 mmol) and Intermediate 74 (150.00 mg; 0.90 mmol). Recrystallization from Et2O/pentane gave the title compound as a white powder. 1H NMR (DMSO-d6, 300 MHz) δ 8.32 (d, J=1.5 Hz, 1H), 8.16 (dd, J=7.9, 1.8 Hz, 1H), 8.10-8.07 (m, 2H), 7.55 (d, J=8.3 Hz, 2H), 7.41 (d, J=7.9 Hz, 1H), 7.36-7.26 (m, 3H), 7.15-7.13 (m, 1H), 5.38 (t, J=5.7 Hz, 1H), 4.61 (d, J=5.7 Hz, 1H), 4... Starting materials: O=C1CN(CCN1)CCNC(OC(C)(C)C)=O (1,1-dimethylethyl [2-(3-oxo-1-piperazinyl)ethyl]carbamate), FC(S(=O)(=O)OC1=CC=NC2=CC=C(N=C12)OC)(F)F (6-(methyloxy)-1,5-naphthyridin-4-yl trifluoromethanesulfonate), C1=CC=C(C=C1)P(C2=CC=CC=C2)C3=C(C4=CC=CC=C4C=C3)C5=C(C=CC6=CC=CC=C65)P(C7=CC=CC=C7)C8=CC=CC=C8 (rac-Binap), C(=O)([O-])[O-].[Cs+].[Cs+] (Cs2CO3). The reagents and catalysts are C=1C=CC(=CC1)/C=C/C(=O)/C=C/C2=CC=CC=C2.C=1C=CC(=CC1)/C=C/C(=O)/C=C/C2=CC=CC=C2.C=1C=CC(=CC1)/C=C/C(=O)/C=C/C2=CC=CC=C2.[Pd].[Pd] (Pd2dba3). Solvent: O1CCOCC1 (dioxane). Conditions: temperature 100 celsius, time 15 minute. The product is COC=1N=C2C(=CC=NC2=CC1)N1C(CN(CC1)CCNC(OC(C)(C)C)=O)=O (1,1-dimethylethyl (2-{4-[6-(methyloxy)-1,5-naphthyridin-4-yl]-3-oxo-1-piperazinyl}ethyl)carbamate). Isolated yield 53.2%. As a reaction SMILES: [O:1]=[C:2]1[NH:7][CH2:6][CH2:5][N:4]([CH2:8][CH2:9][NH:10][C:11](=[O:17])[O:12][C:13]([CH3:16])([CH3:15])[CH3:14])[CH2:3]1.FC(F)(F)S(O[C:24]1[C:33]2[C:28](=[CH:29][CH:30]=[C:31]([O:34][CH3:35])[N:32]=2)[N:27]=[CH:26][CH:25]=1)(=O)=O.C1C=CC(P(C2C=CC3C(=CC=CC=3)C=2C2C3C(=CC=CC=3)C=CC=2P(C2C=CC=CC=2)C2C=CC=CC=2)C2C=CC=CC=2)=CC=1.C([O-])([O-])=O.[Cs+].[Cs+]>O1CCOCC1.C1C=CC(/C=C/C(/C=C/C2C=CC=CC=2)=O)=CC=1.C1C=CC(/C=C/C(/C=C/C2C=CC=CC=2)=O)=CC=1.C1C=CC(/C=C/C(/C=C/C2C=CC=CC=2)=O)=CC=1.[Pd].[Pd]>[CH3:35][O:34][C:31]1[N:32]=[C:33]2[C:28](=[CH:29][CH:30]=1)[N:27]=[CH:26][CH:25]=[C:24]2[N:7]1[CH2:6][CH2:5][N:4]([CH2:8][CH2:9][NH:10][C:11](=[O:17])[O:12][C:13]([CH3:14])([CH3:16])[CH3:15])[CH2:3][C:2]1=[O:1] |f:3.4.5,7.8.9.10.11|. Procedure details: In a sealed tube 1,1-dimethylethyl [2-(3-oxo-1-piperazinyl)ethyl]carbamate (1.7 g, 7.02 mmol), 6-(methyloxy)-1,5-naphthyridin-4-yl trifluoromethanesulfonate (2.17 g, 7.02 mmol), Pd2dba3 (436 mg, 0.421 mmol), rac-Binap (262 mg, 0.421 mmol), Cs2CO3 (4.81 g, 14.75 mmol) and 18-C-6 (186 mg, 0.702 mmol) in dioxane (35 mL) were combined and flushed with N2. After 15 min, the tube was sealed and heated to 100° C. while stirring rapidly. After 12 h, the solution was filtered, concentrated and the residu... The reactants are O.S(O)(O)(=O)=O (sulphuric acid monohydrate), [H-].[Al+3].[Li+].[H-].[H-].[H-] (lithium aluminium hydride), S(=O)(=O)([O-])[O-].[Na+].[Na+] (sodium sulfate), C(C)OC(N)=O.C1(=CC=CC=C1)C1=C(NC2=CC=CC=C12)CCN (3-phenyl-1H-indol-2-ethanamine carbamic acid ethyl ester), [OH-].[Na+] (sodium hydroxide). Run in O1CCCC1 (tetrahydrofuran), O1CCCC1 (tetrahydrofuran), O1CCCC1 (tetrahydrofuran). Conditions: time 15 minute. Product: CNCCC=1NC2=CC=CC=C2C1C1=CC=CC=C1 (N-Methyl-3-phenyl-1H-indol-2-ethanamine). RXN SMILES: O.S(=O)(=O)(O)O.[H-].[Al+3].[Li+].[H-].[H-].[H-].[CH2:13](OC(=O)N)C.[C:19]1([C:25]2[C:33]3[C:28](=[CH:29][CH:30]=[CH:31][CH:32]=3)[NH:27][C:26]=2[CH2:34][CH2:35][NH2:36])[CH:24]=[CH:23][CH:22]=[CH:21][CH:20]=1.S([O-])([O-])(=O)=O.[Na+].[Na+].[OH-].[Na+]>O1CCCC1>[CH3:13][NH:36][CH2:35][CH2:34][C:26]1[NH:27][C:28]2[C:33]([C:25]=1[C:19]1[CH:20]=[CH:21][CH:22]=[CH:23][CH:24]=1)=[CH:32][CH:31]=[CH:30][CH:29]=2 |f:0.1,2.3.4.5.6.7,8.9,10.11.12,13.14|. Procedure: A cold solution of 8.6 ml sulphuric acid monohydrate in 85.6 ml tetrahydrofuran is added dropwise to a suspension of 12.1 g lithium aluminium hydride in 243 ml tetrahydrofuran at 0°. The mixture is stirred at 0° for 15 minutes and treated at 0° to 10° dropwise with 24.6 g 3-phenyl-1H-indol-2-ethanamine carbamic acid ethyl ester in 274 ml tetrahydrofuran. The mixture is heated under reflux for 45 minutes, then cooled to 0° and treated dropwise with 43 ml of a saturated sodium sulfate solution. 21... Starting materials: COC(=O)c1nc(Br)c2cccnc2c1OC, CN1CCCC1=O, ClCCl, CNS(=O)(=O)CCCCOc1cc(F)ccc1CNC(=O)OC(C)(C)C, c1ccc(-c2ccccn2)nc1. Product: COC(=O)c1nc(N(C)S(=O)(=O)CCCCOc2cc(F)ccc2CNC(=O)OC(C)(C)C)c2cccnc2c1OC. Reaction SMILES: [Br:1][c:2]1[c:3]2[cH:4][cH:5][cH:6][n:7][c:8]2[c:9]([O:16][CH3:17])[c:10]([C:12](=[O:13])[O:14][CH3:15])[n:11]1.[CH3:56][N:57]1[CH2:58][CH2:59][CH2:60][C:61]1=[O:62].[Cl:63][CH2:64][Cl:65].[F:18][c:19]1[cH:20][c:21]([O:34][CH2:35][CH2:36][CH2:37][CH2:38][S:39]([NH:40][CH3:41])(=[O:42])=[O:43])[c:22]([CH2:23][NH:24][C:25]([O:26][C:27]([CH3:28])([CH3:29])[CH3:30])=[O:31])[cH:32][cH:33]1.[n:44]1[cH:45][cH:46][cH:47][cH:48][c:49]1-[c:50]1[cH:51][cH:52][cH:53][cH:54][n:55]1>>[c:2]1([N:40]([S:39]([CH2:38][CH2:37][CH2:36][CH2:35][O:34][c:21]2[cH:20][c:19]([F:18])[cH:33][cH:32][c:22]2[CH2:23][NH:24][C:25]([O:26][C:27]([CH3:28])([CH3:29])[CH3:30])=[O:31])(=[O:42])=[O:43])[CH3:41])[c:3]2[cH:4][cH:5][cH:6][n:7][c:8]2[c:9]([O:16][CH3:17])[c:10]([C:12](=[O:13])[O:14][CH3:15])[n:11]1. The reactants are OC\C=C(/C)\CC\C=C(/C)\CCC=C(C)C ((E,E)-Farnesol), C(CCC)[Sn](CI)(CCCC)CCCC (tributyl(iodomethyl)tin), II (iodine). Solvent: O1CCCC1 (THF), O1CCCC1 (THF), O1CCCC1 (THF). Reaction conditions: time 40 minute. The product is C(CCC)[Sn](COCC=C(CCC=C(CCC=C(C)C)C)C)(CCCC)CCCC (Tributyl[[(3,7,11-trimethyl-2,6,10-dodecatrienyl)oxy]methyl]tin). The yield is 108.3%. RXN SMILES: II.[OH:3][CH2:4]/[CH:5]=[C:6](/[CH2:8][CH2:9]/[CH:10]=[C:11](/[CH2:13][CH2:14][CH:15]=[C:16]([CH3:18])[CH3:17])\[CH3:12])\[CH3:7].[CH2:19]([Sn:23]([CH2:30][CH2:31][CH2:32][CH3:33])([CH2:26][CH2:27][CH2:28][CH3:29])[CH2:24]I)[CH2:20][CH2:21][CH3:22]>O1CCCC1>[CH2:30]([Sn:23]([CH2:19][CH2:20][CH2:21][CH3:22])([CH2:26][CH2:27][CH2:28][CH3:29])[CH2:24][O:3][CH2:4][CH:5]=[C:6]([CH3:7])[CH2:8][CH2:9][CH:10]=[C:11]([CH3:12])[CH2:13][CH2:14][CH:15]=[C:16]([CH3:18])[CH3:17])[CH2:31][CH2:32][CH3:33]. Procedure details: A 1.15 g (10.0 mmol) of 35% KH in mineral oil was washed with three 5 mL portions of dry hexane and suspended in 15 mL of dry tetrahydrofuran (THF) under argon. A solution of 242 mg (0.95 mmol) of iodine in 10 mL of THF was added over 50 minutes and the reaction was allowed to stir for an additional 40 minutes at room temperature to give a white suspension. (E,E)-Farnesol (1.5 g, 6.75 mmol) in 10 mL of THF was added dropwise over 15 minutes, and after 75 minutes, a solution of 2.43 g (5.64 mmol)... Starting materials: C(C1=CC=CC=C1)OC1=C(C=C(C=C1)OC[C@@H]1CO1)N(S(=O)(=O)C)C(=O)OC(C)(C)C (4-benzyloxy-3-(N-(tert-butoxycarbonyl)-N-(methylsulfonyl)amino)-1-((2S)-2,3-epoxypropoxy)benzene), C(C1=CC=CC=C1)N[C@@H]1CC[C@H](CC1)C1=CC=C(C(=O)OCC)C=C1 (ethyl trans-4-[4-(benzylamino)cyclohexyl]benzoate), Cl (hydrochloric acid). The solvent is C(C)O (ethanol). Reaction conditions: temperature 50 celsius. The product is C(C1=CC=CC=C1)N([C@@H]1CC[C@H](CC1)C1=CC=C(C(=O)OCC)C=C1)C[C@@H](COC1=CC(=C(C=C1)OCC1=CC=CC=C1)NS(=O)(=O)C)O (Ethyl trans-4-[4-(benzyl{(2S)-3-[4-(benzyloxy)-3-[(methylsulfonyl)amino]phenoxy]-2-hydroxypropyl}amino)cyclohexyl]benzoate). Reaction SMILES: [CH2:1]([O:8][C:9]1[CH:14]=[CH:13][C:12]([O:15][CH2:16][C@H:17]2[O:19][CH2:18]2)=[CH:11][C:10]=1[N:20](C(OC(C)(C)C)=O)[S:21]([CH3:24])(=[O:23])=[O:22])[C:2]1[CH:7]=[CH:6][CH:5]=[CH:4][CH:3]=1.[CH2:32]([NH:39][C@H:40]1[CH2:45][CH2:44][C@H:43]([C:46]2[CH:56]=[CH:55][C:49]([C:50]([O:52][CH2:53][CH3:54])=[O:51])=[CH:48][CH:47]=2)[CH2:42][CH2:41]1)[C:33]1[CH:38]=[CH:37][CH:36]=[CH:35][CH:34]=1.Cl>C(O)C>[CH2:32]([N:39]([CH2:18][C@H:17]([OH:19])[CH2:16][O:15][C:12]1[CH:13]=[CH:14][C:9]([O:8][CH2:1][C:2]2[CH:3]=[CH:4][CH:5]=[CH:6][CH:7]=2)=[C:10]([NH:20][S:21]([CH3:24])(=[O:22])=[O:23])[CH:11]=1)[C@H:40]1[CH2:41][CH2:42][C@H:43]([C:46]2[CH:47]=[CH:48][C:49]([C:50]([O:52][CH2:53][CH3:54])=[O:51])=[CH:55][CH:56]=2)[CH2:44][CH2:45]1)[C:33]1[CH:34]=[CH:35][CH:36]=[CH:37][CH:38]=1. Procedure: A mixture of 818 mg (1.82 mmol) of 4-benzyloxy-3-(N-(tert-butoxycarbonyl)-N-(methylsulfonyl)amino)-1-((2S)-2,3-epoxypropoxy)benzene and of 450 mg (1.82 mmol) of ethyl trans-4-[4-(benzylamino)cyclohexyl]benzoate in the base form is heated at reflux in 15 ml of absolute ethanol for 16 h. The mixture is cooled, 3 ml of a saturated ethanolic hydrochloric acid solution are added thereto and the mixture is heated at 50° C. for 6 h. The solvent is evaporated and the residue is taken up with a mixture o... Reactants: BrC=1C(=NC(=NC1)NCCN1C(NC(C1(C)C)=O)=O)C1=CC2=C(S1)C=CC(=C2)OCCN2CCN(CC2)C(=O)OC(C)(C)C (tert-butyl 4-(2-(2-(5-bromo-2-(2-(5,5-dimethyl-2,4-dioxoimidazolidin-1-yl)ethylamino)-pyrimidin-4-yl)benzo[b]thiophen-5-yloxy)ethyl)piperazine-1-carboxylate), FC(C(=O)O)(F)F (trifluoroacetic acid). Solvent: ClCCl (dichloromethane). Conditions: time 8 hour. Product: BrC=1C(=NC(=NC1)NCCN1C(NC(C1(C)C)=O)=O)C1=CC2=C(S1)C=CC(=C2)OCCN2CCNCC2 (1-(2-(5-Bromo-4-(5-(2-(piperazin-1-yl)ethoxy)benzo[b]thiophen-2-yl)pyrimidin-2-ylamino)ethyl)-5,5-dimethylimidazolidine-2,4-dione). Yield: 7.4%. Reaction SMILES: [Br:1][C:2]1[C:3]([C:20]2[S:24][C:23]3[CH:25]=[CH:26][C:27]([O:29][CH2:30][CH2:31][N:32]4[CH2:37][CH2:36][N:35](C(OC(C)(C)C)=O)[CH2:34][CH2:33]4)=[CH:28][C:22]=3[CH:21]=2)=[N:4][C:5]([NH:8][CH2:9][CH2:10][N:11]2[C:15]([CH3:17])([CH3:16])[C:14](=[O:18])[NH:13][C:12]2=[O:19])=[N:6][CH:7]=1.FC(F)(F)C(O)=O>ClCCl>[Br:1][C:2]1[C:3]([C:20]2[S:24][C:23]3[CH:25]=[CH:26][C:27]([O:29][CH2:30][CH2:31][N:32]4[CH2:37][CH2:36][NH:35][CH2:34][CH2:33]4)=[CH:28][C:22]=3[CH:21]=2)=[N:4][C:5]([NH:8][CH2:9][CH2:10][N:11]2[C:15]([CH3:17])([CH3:16])[C:14](=[O:18])[NH:13][C:12]2=[O:19])=[N:6][CH:7]=1. Procedure details: tert-butyl 4-(2-(2-(5-bromo-2-(2-(5,5-dimethyl-2,4-dioxoimidazolidin-1-yl)ethylamino)-pyrimidin-4-yl)benzo[b]thiophen-5-yloxy)ethyl)piperazine-1-carboxylate (0.23 g, 3.3 mmol) dissolved in dichloromethane (3 mL) was treated with trifluoroacetic acid (3 mL) and the mixture stirred at room temperature overnight. The volatiles were removed in vacuo and the residue dissolved in dichloromethane. The organic solution was washed with water, saturated sodium bicarbonate and brine. The solution was dried... Starting materials: ClC=1N=C(N(C1Cl)CC1=C(C2=C(N(C(N(C2=O)C)=O)CC(C)C)S1)C(=O)N1OC[C@H](C1)O)C (6-[(4,5-Dichloro-2-methyl-1H-imidazol-1-yl)methyl]-5-[4-(S)-hydroxy-2-isoxazolidinylcarbonyl]-3-methyl-1-(isobutyl)thieno[2,3-d]pyrimidine-2,4(1H,3H)-dione), ClC=1NC2=C(N1)C=CC=C2 (2-chlorobenzimidazole), C([O-])([O-])=O.[K+].[K+] (potassium carbonate), CN(C)C=O (DMF), O (water). The solvent is C(C)(=O)OCC (Ethyl acetate). Yields the product O=C1NC2=C(N1CC1=C(C3=C(N(C(N(C3=O)C)=O)CC(C)C)S1)C(=O)OC)C=CC=C2 (6-[2,3-Dihydro-2-oxo-1H-benzimidazol-1-ylmethyl]-1,2,3,4-tetrahydro-3-methyl-1-(isobutyl)-2,4-dioxo-thieno[2,3-d]pyrimidine-5-carboxylic acid, methyl ester). RXN SMILES: Cl[C:2]1[N:3]=[C:4](C)[N:5]([CH2:8][C:9]2[S:24][C:12]3[N:13]([CH2:20][CH:21]([CH3:23])[CH3:22])[C:14](=[O:19])[N:15]([CH3:18])[C:16](=[O:17])[C:11]=3[C:10]=2[C:25](N2C[C@H](O)CO2)=[O:26])[C:6]=1Cl.ClC1N[C:37]2C=C[CH:41]=[CH:40][C:38]=2N=1.[C:44](=O)([O-])[O-:45].[K+].[K+].CN(C=O)C.[OH2:55]>C(OCC)(=O)C>[O:55]=[C:4]1[N:5]([CH2:8][C:9]2[S:24][C:12]3[N:13]([CH2:20][CH:21]([CH3:23])[CH3:22])[C:14](=[O:19])[N:15]([CH3:18])[C:16](=[O:17])[C:11]=3[C:10]=2[C:25]([O:45][CH3:44])=[O:26])[C:6]2[CH:37]=[CH:38][CH:40]=[CH:41][C:2]=2[NH:3]1 |f:2.3.4|. Procedure: The product of example 3 part b) (0.5 g, 1.28 mmol), 2-chlorobenzimidazole (0.21 g, 1.37 mmol), potassium carbonate (0.36 g, 2.6 mmol) and DMF (10 ml) were stirred for 1.5 h. Ethyl acetate and water were added to the reaction mixture. The two phases were separated, the organic layer was dried (MgSO4) and then concentrated in vacuo. The residue was purified by biotage eluting with dichloromethane to give the sub-title compund as a pale yellow solid, 0.36 g (61%). δ 1HD6DMSO 0.83 and 0.91 (6H, d),...